From a dataset of the Open Reaction Database (ORD), a public repository of structured organic reaction records. describe an organic reaction: reactants, conditions, products, and yield Starting materials: CCCCC[C@@H]1[C@@H](O1)C/C=C\CCCCCCCC(=O)OC (methyl vernolate), NCCCCCCN (1,6-diaminohexane). Product: C(CCCC)C1C(O1)CC=CCCCCCCCC(=O)NCCCCCCNC(CCCCCCCC=CCC1OC1CCCCC)=O (11-(3-pentyloxiranyl)undec-9-enoic acid {6-[11-(3-pentyloxiranyl)undec-9-enoylamino]hexyl}amide). Reaction SMILES: [CH3:1][CH2:2][CH2:3][CH2:4][CH2:5][C@H:6]1[O:8][C@H:7]1[CH2:9]/[CH:10]=[CH:11]\[CH2:12][CH2:13][CH2:14][CH2:15][CH2:16][CH2:17][CH2:18][C:19]([O:21]C)=O.[NH2:23][CH2:24][CH2:25][CH2:26][CH2:27][CH2:28][CH2:29][NH2:30]>>[CH2:5]([CH:6]1[O:8][CH:7]1[CH2:9][CH:10]=[CH:11][CH2:12][CH2:13][CH2:14][CH2:15][CH2:16][CH2:17][CH2:18][C:19]([NH:23][CH2:24][CH2:25][CH2:26][CH2:27][CH2:28][CH2:29][NH:30][C:19](=[O:21])[CH2:18][CH2:17][CH2:16][CH2:15][CH2:14][CH2:13][CH2:12][CH:11]=[CH:10][CH2:9][CH:7]1[CH:6]([CH2:5][CH2:4][CH2:3][CH2:2][CH3:1])[O:8]1)=[O:21])[CH2:4][CH2:3][CH2:2][CH3:1]. Reported procedure: Precursor 9 was prepared from methyl vernolate and 1,6-diaminohexane according to the procedure described in Example 1(f) and shown in Scheme 11.